From a dataset of the Open Reaction Database (ORD), a public repository of structured organic reaction records. describe an organic reaction: reactants, conditions, products, and yield Starting materials: [S-]C#N.[K+] (Potassium thiocyanate), NC=1C=CC(=NC1)OC=1C=C(C=CC1OC)NC(C1=CC(=CC=C1)C1(CC1)C#N)=O (N-{3-[(5-aminopyridin-2-yl)oxy]-4-methoxyphenyl}-3-(1-cyanocyclopropyl)benzamide), BrBr (bromine). The solvent is C(C)(=O)O (acetic acid), C(C)(=O)O (acetic acid), C(C)(=O)O (acetic acid). Conditions: time 30 minute. The product is NC=1SC2=NC(=CC=C2N1)OC=1C=C(C=CC1OC)NC(C1=CC(=CC=C1)C1(CC1)C#N)=O (N-{3-[(2-amino[1,3]thiazolo[5,4-b]pyridin-5-yl)oxy]-4-methoxyphenyl}-3-(1-cyanocyclopropyl)benzamide). Isolated yield 57.2%. As a reaction SMILES: [S-:1][C:2]#[N:3].[K+].[NH2:5][C:6]1[CH:7]=[CH:8][C:9]([O:12][C:13]2[CH:14]=[C:15]([NH:21][C:22](=[O:34])[C:23]3[CH:28]=[CH:27][CH:26]=[C:25]([C:29]4([C:32]#[N:33])[CH2:31][CH2:30]4)[CH:24]=3)[CH:16]=[CH:17][C:18]=2[O:19][CH3:20])=[N:10][CH:11]=1.BrBr>C(O)(=O)C>[NH2:3][C:2]1[S:1][C:11]2[C:6]([N:5]=1)=[CH:7][CH:8]=[C:9]([O:12][C:13]1[CH:14]=[C:15]([NH:21][C:22](=[O:34])[C:23]3[CH:28]=[CH:27][CH:26]=[C:25]([C:29]4([C:32]#[N:33])[CH2:31][CH2:30]4)[CH:24]=3)[CH:16]=[CH:17][C:18]=1[O:19][CH3:20])[N:10]=2 |f:0.1|. Procedure: Potassium thiocyanate (4.44 g, 45.7 mmol) was suspended in acetic acid (100 mL), and the mixture was stirred at room temperature for 30 min. A solution of N-{3-[(5-aminopyridin-2-yl)oxy]-4-methoxyphenyl}-3-(1-cyanocyclopropyl)benzamide (4.1 g) in acetic acid (100 mL) was added to the obtained solution, and the mixture was further stirred at room temperature for 30 min. A solution of bromine (2.65 g, 16.6 mmol) in acetic acid (100 mL) was added dropwise to the obtained solution for 30 min or more... The reactants are ClC1=[N+](C=C(C(=C1C)[N+](=O)[O-])OC)[O-] (2-chloro-5-methoxy-3-methyl-4-nitropyridine 1-oxide). Reagents/catalysts: [Fe] (Iron). Run in C(C)(=O)O (acetic acid). Run at temperature 100 celsius. Yields the product ClC1=NC=C(C(=C1C)N)OC (2-chloro-5-methoxy-3-methylpyridin-4-amine). As a reaction SMILES: [Cl:1][C:2]1[C:7]([CH3:8])=[C:6]([N+:9]([O-])=O)[C:5]([O:12][CH3:13])=[CH:4][N+:3]=1[O-]>C(O)(=O)C.[Fe]>[Cl:1][C:2]1[C:7]([CH3:8])=[C:6]([NH2:9])[C:5]([O:12][CH3:13])=[CH:4][N:3]=1. Procedure details: Iron powder (700 mg, 12 mmol) was added to a solution of C3 (350 mg, 1.60 mmol) in acetic acid (8 mL), and the reaction mixture was heated at 100° C. for 1 hour, then cooled to room temperature. After filtration through Celite and thorough washing of the filter pad with ethyl acetate and methanol, the combined filtrates were concentrated in vacuo. The residue was diluted with saturated aqueous sodium bicarbonate solution and extracted with ethyl acetate. The combined organic layers were washed w... The reactants are O=C(Cl)C(=O)Cl, O=C(O)c1cccn(-c2ccc(F)cc2)c1=O, CN(C)C=O. Product: O=C(Cl)c1cccn(-c2ccc(F)cc2)c1=O. RXN SMILES: [Cl:18][C:19]([C:20]([Cl:21])=[O:22])=[O:23].[F:1][c:2]1[cH:3][cH:4][c:5](-[n:8]2[c:9](=[O:17])[c:10]([C:14](=[O:15])[OH:16])[cH:11][cH:12][cH:13]2)[cH:6][cH:7]1.[O:24]=[CH:25][N:26]([CH3:27])[CH3:28]>>[F:1][c:2]1[cH:3][cH:4][c:5](-[n:8]2[c:9](=[O:17])[c:10]([C:14](=[O:15])[Cl:18])[cH:11][cH:12][cH:13]2)[cH:6][cH:7]1. Product: N#Cc1ccc(C(=O)N=C=O)cn1. The reactants are N#Cc1ccc(C(N)=O)cn1, O=C(Cl)C(=O)Cl, ClCCCl. Reaction SMILES: [C:1](#[N:2])[c:3]1[n:4][cH:5][c:6]([C:7](=[O:8])[NH2:9])[cH:10][cH:11]1.[Cl:12][C:13](=[O:14])[C:15]([Cl:16])=[O:17].[Cl:18][CH2:19][CH2:20][Cl:21]>>[C:1](#[N:2])[c:3]1[n:4][cH:5][c:6]([C:7](=[O:8])[N:9]=[C:13]=[O:14])[cH:10][cH:11]1. Starting materials: NC=1C=CC=2C(C3=CC(=CC=C3NC2C1)[N+](=O)[O-])=O (3-amino-7-nitro-9(10H)-acridone), C([O-])(O)=O.[NH4+] (ammonium bicarbonate), O.O.O.O.O.O.O.O.O.[S-2].[Na+].[Na+] (sodium sulfide nonahydrate), [OH-].[Na+] (sodium hydroxide). The solvent is C(C)O (ethanol), O (water). Run at time 20 hour. The product is NC1=CC=2C(C3=CC=C(C=C3NC2C=C1)N)=O (2,6-Diamino-9(10H)-acridone). As a reaction SMILES: [NH2:1][C:2]1[CH:3]=[CH:4][C:5]2[C:6](=[O:19])[C:7]3[C:12]([NH:13][C:14]=2[CH:15]=1)=[CH:11][CH:10]=[C:9]([N+:16]([O-])=O)[CH:8]=3.O.O.O.O.O.O.O.O.O.[S-2].[Na+].[Na+].[OH-].[Na+].C(=O)(O)[O-].[NH4+]>C(O)C.O>[NH2:16][C:9]1[CH:10]=[CH:11][C:12]2[NH:13][C:14]3[C:5](=[CH:4][CH:3]=[C:2]([NH2:1])[CH:15]=3)[C:6](=[O:19])[C:7]=2[CH:8]=1 |f:1.2.3.4.5.6.7.8.9.10.11.12,13.14,15.16|. Procedure: Finely ground 3-amino-7-nitro-9(10H)-acridone (AR-ACO-7, 22.50 g, 88.1 mmol) was suspended in ethanol (950 mL) and stirred at reflux. A solution of sodium sulfide nonahydrate (94.75 g, 394 mmol) and sodium hydroxide (37.5 g, 938 mmol) in water (1.7 L) was added in one lot and refluxing continued for 20 hr. The mixture was allowed to cool to room temperature and ammonium bicarbonate (50 g) was added in one lot and dissolved. The solution was reduced to about 500 mL on a rotary evaporator and allo... The reactants are Cc1ccc2c(c1)C(=O)OC2=O, CC(=O)O, NC(CC(=O)O)c1ccccc1. As a reaction SMILES: [CH3:1][c:2]1[cH:3][c:4]2[c:5]([cH:11][cH:12]1)[C:6](=[O:7])[O:8][C:9]2=[O:10].[CH3:25][C:26](=[O:27])[OH:28].[NH2:13][CH:14]([CH2:15][C:16](=[O:17])[OH:18])[c:19]1[cH:20][cH:21][cH:22][cH:23][cH:24]1>>[CH3:1][c:2]1[cH:3][c:4]2[c:5]([cH:11][cH:12]1)[C:6](=[O:8])[N:13]([CH:14]([CH2:15][C:16](=[O:17])[OH:18])[c:19]1[cH:20][cH:21][cH:22][cH:23][cH:24]1)[C:9]2=[O:10]. Yields the product Cc1ccc2c(c1)C(=O)N(C(CC(=O)O)c1ccccc1)C2=O.